Task: describe an organic reaction: reactants, conditions, products, and yield. Dataset: the Open Reaction Database (ORD), a public repository of structured organic reaction records Reactants: [N+](=O)([O-])C1=C(C=CC=C1)N=NC1=C(C=CC(=C1)C(C)(C)CC(C)(C)C)O (2-nitro-2'-hydroxy-5'-tert-octylazobenzene), [N+](=O)([O-])C1=C(C=CC=C1)N=NC1=C(C(=CC(=C1)C(C)(C)CC)C(C)(C)CC)O (2-nitro-2'-hydroxy-3',5'-di-tert-amylazobenzene). The product is OC1=C(C=C(C=C1)C(C)(C)CC(C)(C)C)N1N=C2C(=N1)C=CC=C2 (2-(2-Hydroxy-5-tert-octylphenyl)-2H-benzotriazole). As a reaction SMILES: [N+:1]([C:4]1[CH:9]=[CH:8][CH:7]=[CH:6][C:5]=1[N:10]=[N:11][C:12]1[CH:17]=[C:16]([C:18]([CH2:21][C:22]([CH3:25])([CH3:24])[CH3:23])([CH3:20])[CH3:19])[CH:15]=[CH:14][C:13]=1[OH:26])([O-])=O.[N+](C1C=CC=CC=1N=NC1C=C(C(CC)(C)C)C=C(C(CC)(C)C)C=1O)([O-])=O>>[OH:26][C:13]1[CH:14]=[CH:15][C:16]([C:18]([CH2:21][C:22]([CH3:25])([CH3:24])[CH3:23])([CH3:20])[CH3:19])=[CH:17][C:12]=1[N:11]1[N:10]=[C:5]2[CH:6]=[CH:7][CH:8]=[CH:9][C:4]2=[N:1]1. Procedure details: When using the procedure of Example 1 an equivalent amount of 2-nitro-2'-hydroxy-5'-tert-octylazobenzene is substituted for 2-nitro-2'-hydroxy-3',5'-di-tert-amylazobenzene, the above noted product is obtained. Starting materials: C=O (formaldehyde), [B-]C#N.[Na+] (sodium cyanotrihydroborate), N1C2=C(C=C(CC1)C(=O)OCC)C=CC=C2 (ethyl 2,3-dihydro-1H-benz[b]azepine-4-carboxylate), [OH-].[Na+] (sodium hydroxide). The solvent is C(C)#N (acetonitrile), C(C)(=O)O (acetic acid). Reaction conditions: time 2 hour. Product: CN1C2=C(C=C(CC1)C(=O)OCC)C=CC=C2 (ethyl 1-methyl-2,3-dihydro-1H-benz[b]azepine-4-carboxylate). Yield: 94.0%. Reaction SMILES: C=O.[B-][C:4]#N.[Na+].[NH:7]1[CH2:13][CH2:12][C:11]([C:14]([O:16][CH2:17][CH3:18])=[O:15])=[CH:10][C:9]2[CH:19]=[CH:20][CH:21]=[CH:22][C:8]1=2.[OH-].[Na+]>C(#N)C.C(O)(=O)C>[CH3:4][N:7]1[CH2:13][CH2:12][C:11]([C:14]([O:16][CH2:17][CH3:18])=[O:15])=[CH:10][C:9]2[CH:19]=[CH:20][CH:21]=[CH:22][C:8]1=2 |f:1.2,4.5|. Procedure: A 37% aqueous formaldehyde solution (1.50 g, 18.4 mmol), sodium cyanotrihydroborate (0.12 g, 18.4 mmol) and acetic acid (0.1 ml) were added to a solution in acetonitrile (8 ml) of the ethyl 2,3-dihydro-1H-benz[b]azepine-4-carboxylate (0.40 g, 1.84 mmol) synthesized in Reference Example 5. After stirring at room temperature for 2 hours, the reaction mixture was poured into a 1N aqueous sodium hydroxide solution and extracted twice with diethyl ether. The extract solution was washed twice with a 5... The reactants are ClC1=NC(=NC(=C1C#N)NCCO)NC1CC1 (4-chloro-2-cyclopropylamino-6-(2-hydroxy-ethylamino)-pyrimidine-5-carbonitrile), C(C)N(C(C)C)C(C)C (N-ethyl-diisopropylamine), C1(=CC=CC=C1)N1CCNCC1 (1-phenyl-piperazine). Solvent: O1CCOCC1 (dioxane). Conditions: temperature 100 celsius. Yields the product C1(CC1)NC1=NC(=C(C(=N1)NCCO)C#N)N1CCN(CC1)C1=CC=CC=C1 (2-cyclopropylamino-4-(2-hydroxy-ethylamino)-6-(4-phenyl-piperazin-1-yl)-pyrimidine-5-carbonitrile). The yield is 59.3%. As a reaction SMILES: Cl[C:2]1[C:7]([C:8]#[N:9])=[C:6]([NH:10][CH2:11][CH2:12][OH:13])[N:5]=[C:4]([NH:14][CH:15]2[CH2:17][CH2:16]2)[N:3]=1.C(N(C(C)C)C(C)C)C.[C:27]1([N:33]2[CH2:38][CH2:37][NH:36][CH2:35][CH2:34]2)[CH:32]=[CH:31][CH:30]=[CH:29][CH:28]=1>O1CCOCC1>[CH:15]1([NH:14][C:4]2[N:5]=[C:6]([NH:10][CH2:11][CH2:12][OH:13])[C:7]([C:8]#[N:9])=[C:2]([N:36]3[CH2:37][CH2:38][N:33]([C:27]4[CH:32]=[CH:31][CH:30]=[CH:29][CH:28]=4)[CH2:34][CH2:35]3)[N:3]=2)[CH2:17][CH2:16]1. Procedure: A mixture of 70 mg (0.27 mmol) of 4-chloro-2-cyclopropylamino-6-(2-hydroxy-ethylamino)-pyrimidine-5-carbonitrile and 0.047 ml (0.27 mmol) of N-ethyl-diisopropylamine in 5 ml of dioxane was treated with 49 mg (0.3 mg) of 1-phenyl-piperazine. The solution was heated to 100° C. during 18 hours, thereafter, for the working-up, evaporated under reduced pressure. For purification, the residue obtained was chromatographed by preparative HPLC on RP18-silica gel using a gradient of a mixture of acetonitr... The reactants are CCOC(=O)N1SC(C(C)(C)C)=NC1C(=O)C(NC(C)=O)C(C)C, CO, [Na+], [OH-]. Product: CC(=O)NC(C(=O)C1N=C(C(C)(C)C)SN1C(=O)O)C(C)C. As a reaction SMILES: [CH2:1]([CH3:2])[O:3][C:4](=[O:5])[N:6]1[S:7][C:8]([C:21]([CH3:22])([CH3:23])[CH3:24])=[N:9][CH:10]1[C:11]([CH:12]([CH:13]([CH3:14])[CH3:15])[NH:16][C:17]([CH3:18])=[O:19])=[O:20].[CH3:27][OH:28].[Na+:26].[OH-:25]>>[O:3]=[C:4]([OH:5])[N:6]1[S:7][C:8]([C:21]([CH3:22])([CH3:23])[CH3:24])=[N:9][CH:10]1[C:11]([CH:12]([CH:13]([CH3:14])[CH3:15])[NH:16][C:17]([CH3:18])=[O:19])=[O:20]. Reactants: C1(CCCCC1)C=1N2C(C3=C(CN4C1C=NC=C4)C(CC(C3=O)CCN(C)C)=O)CC=3C=CC(=CC32)C(=O)OC (methyl 11-cyclohexyl-2-[2-(dimethylamino)ethyl]-1,4-dioxo -1,2,3,4,17,17a-hexahydro-6H-indolo[2,1-a]pyrazino[2,1-d][2,5]benzodiazocine-14-carboxylate), S(C)C (Me2S), [OH-].[Na+] (NaOH). Solvent: C1CCOC1 (THF). Reaction conditions: time 8 hour. The product is C1(CCCCC1)C=1N2C(C3=C(CN4C1C=NC=C4)CCC(C3)CCN(C)C)CC=3C=CC(=CC32)C(=O)O (11-cyclohexyl-2-[2-(dimethylamino)ethyl]-1,2,3,4,17,17a-hexahydro-6H-indolo[2,1-a]pyrazino[2,1-d][2,5]-benzodiazocine-14-carboxylic acid). Yield: 8.0%. Reaction SMILES: [CH:1]1([C:7]2[N:8]3[C:36]4[CH:35]=[C:34]([C:37]([O:39]C)=[O:38])[CH:33]=[CH:32][C:31]=4[CH2:30][CH:9]3[C:10]3[C:22](=O)[CH:21]([CH2:24][CH2:25][N:26]([CH3:28])[CH3:27])[CH2:20][C:19](=O)[C:11]=3[CH2:12][N:13]3[CH:18]=[CH:17][N:16]=[CH:15][C:14]=23)[CH2:6][CH2:5][CH2:4][CH2:3][CH2:2]1.S(C)C.[OH-].[Na+]>C1COCC1>[CH:1]1([C:7]2[N:8]3[C:36]4[CH:35]=[C:34]([C:37]([OH:39])=[O:38])[CH:33]=[CH:32][C:31]=4[CH2:30][CH:9]3[C:10]3[CH2:22][CH:21]([CH2:24][CH2:25][N:26]([CH3:28])[CH3:27])[CH2:20][CH2:19][C:11]=3[CH2:12][N:13]3[CH:18]=[CH:17][N:16]=[CH:15][C:14]=23)[CH2:2][CH2:3][CH2:4][CH2:5][CH2:6]1 |f:2.3|. Procedure: To a solution of methyl 11-cyclohexyl-2-[2-(dimethylamino)ethyl]-1,4-dioxo -1,2,3,4,17,17a-hexahydro-6H-indolo[2,1-a]pyrazino[2,1-d][2,5]benzodiazocine-14-carboxylate in THF (0.15 M), 20 eq of BH3.Me2S (2 M solution in THF) were added and the mixture was stirred overnight at RT. The solution was carefully quenched by adding 1.25 N HCl in MeOH until effervescence subsided. Then the volatiles were driven off by boiling the mixture to dryness. The crude residue was dissolved in MeOH (0.06 M) and 10...